Dataset: the Open Reaction Database (ORD), a public repository of structured organic reaction records. Task: describe an organic reaction: reactants, conditions, products, and yield Reactants: O=C([O-])[O-], CS(C)=O, [K+], [K+], CC(Nc1ncnc(N)c1C#N)c1nc2ccc(F)cc2n1-c1cccnc1, OO. The product is CC(Nc1ncnc(N)c1C(N)=O)c1nc2ccc(F)cc2n1-c1cccnc1. Reaction SMILES: [C:1]([O-:2])(=[O:3])[O-:4].[CH3:37][S:38]([CH3:39])=[O:40].[K+:5].[K+:6].[NH2:7][c:8]1[n:9][cH:10][n:11][c:12]([NH:16][CH:17]([CH3:18])[c:19]2[n:20][c:21]3[c:22]([n:23]2-[c:24]2[cH:25][n:26][cH:27][cH:28][cH:29]2)[cH:30][c:31]([F:34])[cH:32][cH:33]3)[c:13]1[C:14]#[N:15].[OH:35][OH:36]>>[O:2]=[C:14]([c:13]1[c:8]([NH2:7])[n:9][cH:10][n:11][c:12]1[NH:16][CH:17]([CH3:18])[c:19]1[n:20][c:21]2[c:22]([n:23]1-[c:24]1[cH:25][n:26][cH:27][cH:28][cH:29]1)[cH:30][c:31]([F:34])[cH:32][cH:33]2)[NH2:15]. Reactants: COc1ccc(Cn2cc(Br)c(C)c([N+](=O)[O-])c2=O)cc1, CC(=O)O, [Cl-], Cl, [Na+], O=C([O-])O, O, O, O. Yields the product COc1ccc(Cn2cc(Br)c(C)c(N)c2=O)cc1. Reaction SMILES: [CH3:1][O:2][c:3]1[cH:4][cH:5][c:6]([CH2:7][n:8]2[c:9](=[O:19])[c:10]([N+:16]([O-:17])=[O:18])[c:11]([CH3:15])[c:12]([Br:14])[cH:13]2)[cH:20][cH:21]1.[CH3:30][C:31](=[O:32])[OH:33].[Cl-:24].[ClH:34].[Na+:29].[O-:25][C:26]([OH:27])=[O:28].[OH2:22].[OH2:23].[OH2:35]>>[CH3:1][O:2][c:3]1[cH:4][cH:5][c:6]([CH2:7][n:8]2[c:9](=[O:19])[c:10]([NH2:16])[c:11]([CH3:15])[c:12]([Br:14])[cH:13]2)[cH:20][cH:21]1. The reactants are C(=O)C1=CC=C(C(C(=O)O)=C1)O (5-formylsalicylic acid), CC(=O)C (acetone). Run in C(=O)(C(F)(F)F)O (TFA), C(=O)(C(F)(F)F)OC(=O)C(F)(F)F (TFAA). Conditions: temperature 90 celsius. Yields the product CC1(OC(C2=C(O1)C=CC(=C2)C=O)=O)C (2,2-dimethyl-4-oxo-4H-1,3-benzodioxine-6-carbaldehyde). Yield: 35.0%. RXN SMILES: [CH:1]([C:3]1[CH:11]=[C:7]([C:8]([OH:10])=[O:9])[C:6]([OH:12])=[CH:5][CH:4]=1)=[O:2].[CH3:13][C:14]([CH3:16])=O>C(O)(C(F)(F)F)=O.C(OC(C(F)(F)F)=O)(C(F)(F)F)=O>[CH3:13][C:14]1([CH3:16])[O:12][C:6]2[CH:5]=[CH:4][C:3]([CH:1]=[O:2])=[CH:11][C:7]=2[C:8](=[O:10])[O:9]1. Procedure: A suspension of 5-formylsalicylic acid (Aldrich, 4.12 g, 24.8 mmol) in TFA (30 ml), TFAA (10 ml) and acetone (10 ml) was heated at 90° C. overnight. The reaction mixture was concentrated under reduced pressure. The residual oil was taken up in EtOAc and washed with a saturated aqueous solution of NaHCO3 and brine. The organic layer was dried- over MgSO4 and the solvent was removed under reduces pressure. The crude product was purified by flash chromatography on silicagel (EtOAc/c-Hex (80/20)) to...